From a dataset of the Open Reaction Database (ORD), a public repository of structured organic reaction records. describe an organic reaction: reactants, conditions, products, and yield Reactants: COC1=CC=C(OC2=CC=C(C#N)C=C2)C=C1 (4-(4-Methoxyphenoxy)benzonitrile), NO (hydroxylamine). The solvent is C(C)O (ethanol). Product: COC1=CC=C(OC2=CC=C(/C(=N/O)/N)C=C2)C=C1 ((Z)-4-(4-methoxyphenoxy)-N′-hydroxybenzamidine). As a reaction SMILES: [CH3:1][O:2][C:3]1[CH:17]=[CH:16][C:6]([O:7][C:8]2[CH:15]=[CH:14][C:11]([C:12]#[N:13])=[CH:10][CH:9]=2)=[CH:5][CH:4]=1.[NH2:18][OH:19]>C(O)C>[CH3:1][O:2][C:3]1[CH:17]=[CH:16][C:6]([O:7][C:8]2[CH:15]=[CH:14][C:11](/[C:12](/[NH2:13])=[N:18]/[OH:19])=[CH:10][CH:9]=2)=[CH:5][CH:4]=1. Procedure details: 4-(4-Methoxyphenoxy)benzonitrile (581 mg, 2.58 mmol) was dissolved in ethanol (10.0 mL) and hydroxylamine (630 μL, 10.32 mmol) was added. The mixture was refluxed for 1 hour and the reaction was cooled and then concentrated in vacuo to give the crude product which was taken to the next step without further purification (636 mg, 95%). 1H NMR (500 MHz, CDCL3) δ(ppm): 3.81 (1H, s), 4.87 (1H, bs), 6.88-6.94 (4H, m), 6.99 (2H, d, J=9.2 Hz), 7.55 (2H, d, J=9.0 Hz). 13C NMR (125 MHz, CDCL3) δ(ppm): 55.... Starting materials: CCCCCC (hexane), C(CCC)[Li] (n-butyl lithium), OC1OCCC1 (2-hydroxytetrahydrofuran). The reagents and catalysts are [Cl-].C(C1=CC=CC=C1)[P+](C1=CC=CC=C1)(C1=CC=CC=C1)C1=CC=CC=C1 (benzyltriphenylphosphonium chloride). Run in O1CCCC1 (tetrahydrofuran). Reaction conditions: temperature 0 celsius, time 30 minute. The product is C1(=CC=CC=C1)/C=C/CCCO ((E)-5-phenyl-4-penten-1-ol). Reaction SMILES: [CH3:1][CH2:2][CH2:3][CH2:4][CH2:5][CH3:6].[CH2:7]([Li])[CH2:8][CH2:9][CH3:10].[OH:12][CH:13]1CCCO1>[Cl-].C([P+](C1C=CC=CC=1)(C1C=CC=CC=1)C1C=CC=CC=1)C1C=CC=CC=1.O1CCCC1>[C:3]1(/[CH:10]=[CH:9]/[CH2:8][CH2:7][CH2:13][OH:12])[CH:2]=[CH:1][CH:6]=[CH:5][CH:4]=1 |f:3.4|. Reported procedure: To a suspension of 4 g of benzyltriphenylphosphonium chloride in 20 ml of tetrahydrofuran was added 7.07 ml of 1.6M hexane solution of n-butyl lithium under cooling at 0° C. After stirring at room temperature for 30 minutes, 1 g of 2-hydroxytetrahydrofuran was added, followed by stirring at room temperature for 16 hours. Subsequently, after refluxing for 2 hours, insolubles were filtered off and the solvent was distilled off. The residue was purified by silica gel column chromatography (solvent:... Reactants: CCOC(=O)C(=O)OCC, COC1=CCC(C)(C)CC1=O, Cl, [H-], [Na+], C1CCOC1, O. Product: CCOC(=O)C(=O)C1C(=O)C(OC)=CCC1(C)C. RXN SMILES: [C:14]([C:15](=[O:16])[O:17][CH2:18][CH3:19])(=[O:20])[O:21][CH2:22][CH3:23].[CH3:3][O:4][C:5]1=[CH:10][CH2:9][C:8]([CH3:11])([CH3:12])[CH2:7][C:6]1=[O:13].[ClH:24].[H-:1].[Na+:2].[O:25]1[CH2:26][CH2:27][CH2:28][CH2:29]1.[OH2:30]>>[CH3:3][O:4][C:5]1=[CH:10][CH2:9][C:8]([CH3:11])([CH3:12])[CH:7]([C:14]([C:15](=[O:16])[O:17][CH2:18][CH3:19])=[O:20])[C:6]1=[O:13]. Reactants: N1C[C@@H](CC1)NC(OC(C)(C)C)=O (tert-butyl (3R)-pyrrolidin-3-ylcarbamate), S(=O)(=O)(N)N (sulfamide). The solvent is O1CCOCC1 (dioxane). Conditions: temperature 110 celsius. Yields the product NS(=O)(=O)N1C[C@@H](CC1)NC(OC(C)(C)C)=O (tert-Butyl [(3R)-1-(aminosulfonyl)pyrrolidin-3-yl]carbamate). Reaction SMILES: [NH:1]1[CH2:5][CH2:4][C@@H:3]([NH:6][C:7](=[O:13])[O:8][C:9]([CH3:12])([CH3:11])[CH3:10])[CH2:2]1.[S:14](N)([NH2:17])(=[O:16])=[O:15]>O1CCOCC1>[NH2:17][S:14]([N:1]1[CH2:5][CH2:4][C@@H:3]([NH:6][C:7](=[O:13])[O:8][C:9]([CH3:10])([CH3:12])[CH3:11])[CH2:2]1)(=[O:16])=[O:15]. Reported procedure: To a solution of tert-butyl (3R)-pyrrolidin-3-ylcarbamate (1.3 g) in dioxane (50 ml) was added sulfamide (1.55 g) and the reaction was heated at 110° C. for 18 h. The reaction mixture was then partitioned between DCM (100 ml) and H2O (100 ml). The organics were separated and the aqueous layer was re-extracted with DCM (2×100 ml). Organics were combined, dried (MgSO4) and reduced in vacuo to give the subtitle compound as a pale yellow solid. Yield: 1.69 g The reactants are C=C1CC2CCN1CC2, CO. The product is CC1CC2CCN1CC2. RXN SMILES: [CH2:1]=[C:2]1[N:3]2[CH2:4][CH2:5][CH:6]([CH2:7]1)[CH2:8][CH2:9]2.[CH3:10][OH:11]>>[CH3:1][CH:2]1[N:3]2[CH2:4][CH2:5][CH:6]([CH2:7]1)[CH2:8][CH2:9]2. Reactants: [OH-].[K+] (KOH), CN1C(=O)N(C(=O)C(C1=O)C(NC1=CC=C(C=C1)O)=O)C (1,3-dimethyl-5-(4-hydroxyphenylcarbamoyl)barbituric acid), Cl (hydrochloric acid), ClC=1N=NC(=CC1)OC (3-chloro-6-methoxypyridazine). The solvent is O (water), C1(=CC=CC=C1)C (toluene), CS(=O)C (dimethyl sulfoxide), O (water). Conditions: temperature 80 celsius, time 2 hour. The product is CN1C(=O)N(C(=O)C(C1=O)C(NC1=CC=C(C=C1)OC=1N=NC(=CC1)OC)=O)C (1,3-Dimethyl-5-[4-(6-methoxypyridazin-3-yloxy)phenylcarbamoyl]barbituric acid). RXN SMILES: [OH-].[K+].[CH3:3][N:4]1[C:11](=[O:12])[CH:10]([C:13](=[O:22])[NH:14][C:15]2[CH:20]=[CH:19][C:18]([OH:21])=[CH:17][CH:16]=2)[C:8](=[O:9])[N:7]([CH3:23])[C:5]1=[O:6].Cl[C:25]1[N:26]=[N:27][C:28]([O:31][CH3:32])=[CH:29][CH:30]=1.Cl>C1(C)C=CC=CC=1.CS(C)=O.O>[CH3:23][N:7]1[C:8](=[O:9])[CH:10]([C:13](=[O:22])[NH:14][C:15]2[CH:20]=[CH:19][C:18]([O:21][C:25]3[N:26]=[N:27][C:28]([O:31][CH3:32])=[CH:29][CH:30]=3)=[CH:17][CH:16]=2)[C:11](=[O:12])[N:4]([CH3:3])[C:5]1=[O:6] |f:0.1|. Procedure: 4.0 g (0.06 mole) of 85% KOH are added to 8.7 g (0.03 mole) of 1,3-dimethyl-5-(4-hydroxyphenylcarbamoyl)barbituric acid in 70 ml of toluene and 50 ml of dimethyl sulfoxide. The mixture is dewatered with a water separator at reflux temperature. After the toluene has been distilled off, 4.3 g (0.03 mole) of 3-chloro-6-methoxypyridazine are added. The bath temperature is increased gradually until a temperature in the range from 120° to 140° C. is reached, and the mixture is kept at this temperature... Reactants: [N+](#[C-])CC(=O)OC (Methyl isocyanoacetate), 1,8-diazabicyclo5.4.0, CCCCCCC=CCCC (undeca-7-ene), O1CCCC1 (tetrahydrofuran), O1CCCC1 (tetrahydrofuran), CC(C#C/C=C/CN(C)CC1=CC(=CC=C1)OCC1=CC(=CC=C1)C=O)(C)C ((E)-N-(6,6-dimethyl-2-hepten-4-ynyl)-N-methyl-3-(3-formylbenzyloxy)benzylamine), C(C)(=O)O (acetic acid). Product: CC(C#C/C=C/CN(C)CC1=CC(=CC=C1)OCC1=CC(=CC=C1)C1=C(NC=C1C(=O)OC)C(=O)OC)(C)C ((E)-N-(6,6-dimethyl-2-hepten-4-ynyl)-N-methyl-3-[3-(2,4-dimethoxycarbonyl-3-pyrrolyl)benzyloxy)benzylamine). Yield: 20.0%. As a reaction SMILES: [N+:1]([CH2:3][C:4]([O:6][CH3:7])=[O:5])#[C-:2].CCCCCCC=CCCC.[O:19]1[CH2:23]C[CH2:21][CH2:20]1.[CH3:24][C:25]([CH3:51])([CH3:50])[C:26]#[C:27]/[CH:28]=[CH:29]/[CH2:30][N:31]([CH2:33][C:34]1[CH:39]=[CH:38][CH:37]=[C:36]([O:40][CH2:41][C:42]2[CH:47]=[CH:46][CH:45]=[C:44]([CH:48]=O)[CH:43]=2)[CH:35]=1)[CH3:32].C(O)(=[O:54])C>>[CH3:24][C:25]([CH3:51])([CH3:50])[C:26]#[C:27]/[CH:28]=[CH:29]/[CH2:30][N:31]([CH2:33][C:34]1[CH:39]=[CH:38][CH:37]=[C:36]([O:40][CH2:41][C:42]2[CH:47]=[CH:46][CH:45]=[C:44]([C:48]3[C:21]([C:20]([O:19][CH3:23])=[O:54])=[CH:2][NH:1][C:3]=3[C:4]([O:6][CH3:7])=[O:5])[CH:43]=2)[CH:35]=1)[CH3:32]. Procedure: Methyl isocyanoacetate (280 microliters) and 400 microliters of 1,8-diazabicyclo5.4.0]undeca-7-ene (DBU) were added to 20 ml of tetrahydrofuran, and with stirring at 45° to 50° C., a tetrahydrofuran solution (5 ml) of 500 mg of (E)-N-(6,6-dimethyl-2-hepten-4-ynyl)-N-methyl-3-(3-formylbenzyloxy)benzylamine was added, and the mixture was stirred at the above temperature for 5 hours. The reaction mixture was allowed to cool and neutralized with acetic acid. The solvent was evaporated under reduced ... Starting materials: CC(=O)Cl, CCN(C(C)C)C(C)C, ClCCl, COC(=O)N1CCN(C(=N)c2cccc(NC(=O)Nc3ccc(S(=O)(=O)NCc4ccc(S(N)(=O)=O)cc4)cc3)c2)CC1, CN(C)C=O, O. Product: COC(=O)N1CCN(C(=NC(C)=O)c2cccc(NC(=O)Nc3ccc(S(=O)(=O)NCc4ccc(S(N)(=O)=O)cc4)cc3)c2)CC1. Reaction SMILES: [C:53]([CH3:54])(=[O:55])[Cl:56].[CH:44]([N:45]([CH2:46][CH3:47])[CH:48]([CH3:49])[CH3:50])([CH3:51])[CH3:52].[Cl:58][CH2:59][Cl:60].[NH:1]=[C:2]([N:3]1[CH2:4][CH2:5][N:6]([C:9](=[O:10])[O:11][CH3:12])[CH2:7][CH2:8]1)[c:13]1[cH:14][c:15]([NH:19][C:20](=[O:21])[NH:22][c:23]2[cH:24][cH:25][c:26]([S:29]([NH:30][CH2:31][c:32]3[cH:33][cH:34][c:35]([S:38]([NH2:39])(=[O:40])=[O:41])[cH:36][cH:37]3)(=[O:42])=[O:43])[cH:27][cH:28]2)[cH:16][cH:17][cH:18]1.[O:61]=[CH:62][N:63]([CH3:64])[CH3:65].[OH2:57]>>[N:1](=[C:2]([N:3]1[CH2:4][CH2:5][N:6]([C:9](=[O:10])[O:11][CH3:12])[CH2:7][CH2:8]1)[c:13]1[cH:14][c:15]([NH:19][C:20](=[O:21])[NH:22][c:23]2[cH:24][cH:25][c:26]([S:29]([NH:30][CH2:31][c:32]3[cH:33][cH:34][c:35]([S:38]([NH2:39])(=[O:40])=[O:41])[cH:36][cH:37]3)(=[O:42])=[O:43])[cH:27][cH:28]2)[cH:16][cH:17][cH:18]1)[C:53]([CH3:54])=[O:55]. Starting materials: C[Si](CCOCOC=1C=NC=CC1)(C)C (3-[2-(trimethylsilyl)ethoxymethoxy]pyridine), O.C1(=CC=C(C=C1)S(=O)(=O)O)C (p-toluenesulfonic acid monohydrate), O1CCCC1 (tetrahydrofuran), C([O-])(O)=O.[Na+] (sodium bicarbonate). Reaction conditions: temperature 80 celsius, time 2 hour. Yields the product C(C)C1=CC=C(C(=O)C2=C(C=NC=C2)O)C=C1 (4-(4-ethylbenzoyl)-3-hydroxypyridine). Yield: 83.0%. As a reaction SMILES: C[Si](C)(C)CCOC[O:7][C:8]1[CH:9]=[N:10][CH:11]=[CH:12][CH:13]=1.O.[C:17]1(C)[CH:22]=C[C:20](S(O)(=O)=O)=[CH:19][CH:18]=1.C(=O)(O)[O-].[Na+].[O:33]1[CH2:37][CH2:36][CH2:35][CH2:34]1>>[CH2:19]([C:18]1[CH:17]=[CH:22][C:36]([C:37]([C:13]2[CH:12]=[CH:11][N:10]=[CH:9][C:8]=2[OH:7])=[O:33])=[CH:35][CH:34]=1)[CH3:20] |f:1.2,3.4|. Procedure details: Next, a mixture of 4-(4-ethylbenzoyl)-[3-[2-(trimethylsilyl)ethoxymethoxy]pyridine (3.4 g), p-toluenesulfonic acid monohydrate (3.46 g, 18.2 mmol) and tetrahydrofuran (60 mL) was stirred at 80° C. for 2 hours. After cooling to room temperature, the reaction mixture was poured into saturated aqueous sodium bicarbonate and extracted twice with ethyl acetate. The organic layers were dried over anhydrous magnesium sulfate and concentrated under reduced pressure. The resulting residue was purified by...